Dataset: the Open Reaction Database (ORD), a public repository of structured organic reaction records. Task: describe an organic reaction: reactants, conditions, products, and yield Reactants: O=C(OCc1ccccc1)N1CC(c2ccc(N3CC(COS(=O)(=O)c4cccc([N+](=O)[O-])c4)OC3=O)cc2F)C1, [N-]=[N+]=[N-], [Na+], CN(C)C=O. Yields the product [N-]=[N+]=NCC1CN(c2ccc(C3CN(C(=O)OCc4ccccc4)C3)c(F)c2)C(=O)O1. As a reaction SMILES: [C:5](=[O:6])([O:7][CH2:8][c:9]1[cH:10][cH:11][cH:12][cH:13][cH:14]1)[N:15]1[CH2:16][CH:17]([c:19]2[c:20]([F:45])[cH:21][c:22]([N:25]3[C:26](=[O:44])[O:27][CH:28]([CH2:30][O:31][S:32]([c:33]4[cH:34][cH:35][cH:36][c:37]([N+:38]([O-:39])=[O:40])[cH:41]4)(=[O:42])=[O:43])[CH2:29]3)[cH:23][cH:24]2)[CH2:18]1.[N-:2]=[N+:3]=[N-:4].[Na+:1].[O:46]=[CH:47][N:48]([CH3:49])[CH3:50]>>[N:2](=[N+:3]=[N-:4])[CH2:30][CH:28]1[O:27][C:26](=[O:44])[N:25]([c:22]2[cH:21][c:20]([F:45])[c:19]([CH:17]3[CH2:16][N:15]([C:5](=[O:6])[O:7][CH2:8][c:9]4[cH:10][cH:11][cH:12][cH:13][cH:14]4)[CH2:18]3)[cH:24][cH:23]2)[CH2:29]1. Reactants: fumarate salt, COC=1C=C2C=CNC2=CC1 (5-methoxyindole), C1(=CC=CC=C1)CN1CCN(CC1)C1CCC(CC1)=O (4-[4-(phenylmethyl)-1-piperazinyl]cyclohexanone), N1CCCC1 (pyrrolidine). Solvent: C(C)O (ethanol), C(C)(=O)OCC (ethyl acetate). The product is COC=1C=C2C(=CNC2=CC1)C1=CCC(CC1)N1CCN(CC1)CC1=CC=CC=C1 (5-Methoxy-3-[4-[4-(phenylmethyl)-1-piperazinyl]-1-cyclohexen-1-yl]-1H-indole). RXN SMILES: [CH3:1][O:2][C:3]1[CH:4]=[C:5]2[C:9](=[CH:10][CH:11]=1)[NH:8][CH:7]=[CH:6]2.[C:12]1([CH2:18][N:19]2[CH2:24][CH2:23][N:22]([CH:25]3[CH2:30][CH2:29][C:28](=O)[CH2:27][CH2:26]3)[CH2:21][CH2:20]2)[CH:17]=[CH:16][CH:15]=[CH:14][CH:13]=1.N1CCCC1>C(O)C.C(OCC)(=O)C>[CH3:1][O:2][C:3]1[CH:4]=[C:5]2[C:9](=[CH:10][CH:11]=1)[NH:8][CH:7]=[C:6]2[C:28]1[CH2:29][CH2:30][CH:25]([N:22]2[CH2:21][CH2:20][N:19]([CH2:18][C:12]3[CH:17]=[CH:16][CH:15]=[CH:14][CH:13]=3)[CH2:24][CH2:23]2)[CH2:26][CH:27]=1. Procedure: A solution of 5-methoxyindole (3.68 mmole), 4-[4-(phenylmethyl)-1-piperazinyl]cyclohexanone (3.68 mmole), and pyrrolidine (0.25 ml) in ethanol (10 ml) was heated at reflux for 96 hr. The solution was concentrated in vacuo and the residue purified by chromatography on silica eluting with ethyl acetate in hexane to give the product which was converted to the fumarate salt in ethyl acetate (38.4%, mp: 199-200° C.). Calc'd for C26H31N3O.2C2H2O2 : C, 64.45%; H, 6.21%; N, 6.64%. Found: C, 64.42%; H, 6...